Dataset: the Open Reaction Database (ORD), a public repository of structured organic reaction records. Task: describe an organic reaction: reactants, conditions, products, and yield Isolated yield 18.3%. The solvent is CC(C)O (isopropyl alcohol), CC(C)O (isopropylalcohol). RXN SMILES: CC1=CC=C(N)N=C1.[C-]#[N+]C1CCCCC1.O=CC1=CC2=C(O1)C=CC=C2>>CC1=CN2C(C=C1)=NC(C1=CC3=C(O1)C=CC=C3)=C2NC1CCCCC1. Reagents/catalysts: O=C(O)C(F)(F)F (trifluoroacetic acid). Product: Cc1ccc2nc(c(NC3CCCCC3)n2c1)c1cc2ccccc2o1. Reactants: C(c1cc2ccccc2o1)=O, CC1=CN=C(C=C1)N, [C-]#[N+]C1CCCCC1. Run at temperature 22 celsius, time 20 hour. The reactants are C1(=CC=CC=C1)C1CCC(CC1)=O (4-phenylcyclohexanone), [BH4-].[Na+] (sodium borohydride). Solvent: CO (methanol). Product: C1(=CC=CC=C1)C1CCC(CC1)O (4-phenylcyclohexanol). Yield: 66.2%. RXN SMILES: [C:1]1([CH:7]2[CH2:12][CH2:11][C:10](=[O:13])[CH2:9][CH2:8]2)[CH:6]=[CH:5][CH:4]=[CH:3][CH:2]=1.[BH4-].[Na+]>CO>[C:1]1([CH:7]2[CH2:8][CH2:9][CH:10]([OH:13])[CH2:11][CH2:12]2)[CH:6]=[CH:5][CH:4]=[CH:3][CH:2]=1 |f:1.2|. Reported procedure: To a solution of 31.4 g (0.18 mol) of 4-phenylcyclohexanone in 500 ml of absolute methanol, which is cooled to -10° C., are added 6.8 g (0.18 mol) of sodium borohydride in batches with stirring. The reaction mixture is allowed to react for 0.5 hours at -10° C. and for 3 hours at ambient temperature and then evaporated down in vacuo. The residue remaining is mixed with water and acidified with 2N hydrochloric acid. The suspension formed is stirred for 1 hour and the crystalline product is suction... The reactants are CNC, CN(C)C=O, CS(=O)(=O)c1ncc(C2(O)CCC(N3CC(NC(=O)CNC(=O)c4cccc(C(F)(F)F)c4)C3)CC2)s1. The product is CN(C)c1ncc(C2(O)CCC(N3CC(NC(=O)CNC(=O)c4cccc(C(F)(F)F)c4)C3)CC2)s1. As a reaction SMILES: [CH3:38][NH:39][CH3:40].[O:41]=[CH:42][N:43]([CH3:44])[CH3:45].[OH:1][C:2]1([c:29]2[cH:30][n:31][c:32]([S:34]([CH3:35])(=[O:36])=[O:37])[s:33]2)[CH2:3][CH2:4][CH:5]([N:8]2[CH2:9][CH:10]([NH:12][C:13](=[O:14])[CH2:15][NH:16][C:17]([c:18]3[cH:19][c:20]([C:24]([F:25])([F:26])[F:27])[cH:21][cH:22][cH:23]3)=[O:28])[CH2:11]2)[CH2:6][CH2:7]1>>[OH:1][C:2]1([c:29]2[cH:30][n:31][c:32]([N:39]([CH3:38])[CH3:40])[s:33]2)[CH2:3][CH2:4][CH:5]([N:8]2[CH2:9][CH:10]([NH:12][C:13](=[O:14])[CH2:15][NH:16][C:17]([c:18]3[cH:19][c:20]([C:24]([F:25])([F:26])[F:27])[cH:21][cH:22][cH:23]3)=[O:28])[CH2:11]2)[CH2:6][CH2:7]1. Starting materials: CC(C)(C)OC(=O)N1CCN(c2cccc3oc(-c4ccc(C(C)(C)C)cc4)nc23)CC1, ClCCl, O=C(O)C(F)(F)F. The product is CC(C)(C)c1ccc(-c2nc3c(N4CCNCC4)cccc3o2)cc1. Reaction SMILES: [C:1]([O:2][C:3](=[O:4])[N:8]1[CH2:9][CH2:10][N:11]([c:14]2[cH:15][cH:16][cH:17][c:18]3[c:19]2[n:20][c:21](-[c:23]2[cH:24][cH:25][c:26]([C:29]([CH3:30])([CH3:31])[CH3:32])[cH:27][cH:28]2)[o:22]3)[CH2:12][CH2:13]1)([CH3:5])([CH3:6])[CH3:7].[CH2:40]([Cl:41])[Cl:42].[OH:33][C:34]([C:35]([F:36])([F:37])[F:38])=[O:39]>>[NH:8]1[CH2:9][CH2:10][N:11]([c:14]2[cH:15][cH:16][cH:17][c:18]3[c:19]2[n:20][c:21](-[c:23]2[cH:24][cH:25][c:26]([C:29]([CH3:30])([CH3:31])[CH3:32])[cH:27][cH:28]2)[o:22]3)[CH2:12][CH2:13]1.